Dataset: the Open Reaction Database (ORD), a public repository of structured organic reaction records. Task: describe an organic reaction: reactants, conditions, products, and yield Reactants: CC(C)(C)OC(=O)CC(=O)C1CCOCC1, COC(=O)C1CC(S(=O)(=O)c2ccccc2C(F)(F)F)CN1. The product is COC(=O)C1CC(S(=O)(=O)c2ccccc2C(F)(F)F)CN1C(=O)CC(=O)C1CCOCC1. RXN SMILES: [C:23]([CH3:25])([CH3:26])([O:27][C:28](=[O:24])[CH2:29][C:30]([CH:31]1[CH2:32][CH2:33][O:34][CH2:35][CH2:36]1)=[O:37])[CH3:38].[CH3:1][O:2][C:3](=[O:4])[CH:5]1[NH:6][CH2:7][CH:8]([S:10](=[O:11])(=[O:12])[c:13]2[c:14]([C:19]([F:20])([F:21])[F:22])[cH:15][cH:16][cH:17][cH:18]2)[CH2:9]1>>[CH3:1][O:2][C:3](=[O:4])[CH:5]1[N:6]([C:28](=[O:27])[CH2:29][C:30]([CH:31]2[CH2:32][CH2:33][O:34][CH2:35][CH2:36]2)=[O:37])[CH2:7][CH:8]([S:10](=[O:11])(=[O:12])[c:13]2[c:14]([C:19]([F:20])([F:21])[F:22])[cH:15][cH:16][cH:17][cH:18]2)[CH2:9]1.